The task is: describe an organic reaction: reactants, conditions, products, and yield. This data is from the Open Reaction Database (ORD), a public repository of structured organic reaction records. The reactants are N1(CCCC1)C1CCCCC1 (1-(1-pyrrolidinyl)cyclohexane), C(C1=CC=CC=C1)Cl (benzyl chloride), O (Water). The solvent is O1CCOCC1 (dioxane). Product: C1(=CC=CC=C1)CC1C(CCCC1)=O ((2RS)-2-phenylmethylcyclohexanone). Reaction SMILES: N1([CH:6]2[CH2:11][CH2:10][CH2:9][CH2:8][CH2:7]2)CCCC1.[CH2:12](Cl)[C:13]1[CH:18]=[CH:17][CH:16]=[CH:15][CH:14]=1.[OH2:20]>O1CCOCC1>[C:13]1([CH2:12][CH:6]2[CH2:7][CH2:8][CH2:9][CH2:10][C:11]2=[O:20])[CH:18]=[CH:17][CH:16]=[CH:15][CH:14]=1. Procedure details: A mixture of 1-(1-pyrrolidinyl)cyclohexane (85.4 g) and benzyl chloride (100 ml) in dioxane (400 ml) was heated under reflux for 23 hours under nitrogen. Water (100 ml) was then added and the brown oil was distilled to give (2RS)-2-phenylmethylcyclohexanone (47.1 g). The reactants are CC1(C(N(C(S1)=S)NC1=CC=CC=C1)=O)C1=CC=CC=C1 (5-Methyl-5-phenyl-3-phenylamino-2-thioxothiazolidin-4-one), C(Cl)Cl (methylene chloride), [BH4-].C(C)[O+](CC)CC (triethyloxonium tetrahydroborate), Cl.CON (Methoxyamine hydrochloride). The solvent is CO (methanol), C(C)N(CC)CC (triethylamine). Reaction conditions: time 8 hour. Product: CON=C1SC(C(N1NC1=CC=CC=C1)=O)(C1=CC=CC=C1)C (2-methoxyimino-5-methyl-5-phenyl-3-phenylaminothiazolidin-4-one). The yield is 41.9%. Reaction SMILES: [CH3:1][C:2]1([C:16]2[CH:21]=[CH:20][CH:19]=[CH:18][CH:17]=2)[S:6][C:5](=S)[N:4]([NH:8][C:9]2[CH:14]=[CH:13][CH:12]=[CH:11][CH:10]=2)[C:3]1=[O:15].C(Cl)Cl.[BH4-].C([O+](CC)CC)C.Cl.[CH3:34][O:35][NH2:36]>CO.C(N(CC)CC)C>[CH3:34][O:35][N:36]=[C:5]1[N:4]([NH:8][C:9]2[CH:14]=[CH:13][CH:12]=[CH:11][CH:10]=2)[C:3](=[O:15])[C:2]([CH3:1])([C:16]2[CH:21]=[CH:20][CH:19]=[CH:18][CH:17]=2)[S:6]1 |f:2.3,4.5|. Procedure details: 5-Methyl-5-phenyl-3-phenylamino-2-thioxothiazolidin-4-one (0.87 g) was mixed with a 1M methylene chloride solution of triethyloxonium tetrahydroborate (3 ml) at room temperature. The reaction mixture was stirred overnight at room temperature. Methoxyamine hydrochloride (0.25 g) and triethylamine (0.61 g) in methanol (10 ml) were then added at room temperature to the mixture. After 1 hr. the solvents were evaporated under reduced pressure. The residue was purified by column chromatography (chloro... Product: CC(=O)C1C(C)CC2C3CCC4CC(O)CCC4(C)C3C(=O)CC21C. The reactants are CC(=O)OC1CCC2(C)C(CCC3C4CC=C(C(C)=O)C4(C)CC(=O)C32)C1, CC(=O)OC1CCC2(C)C(CCC3C4CC(C)C(C(C)=O)C4(C)CC(=O)C32)C1, C[Mg+], [Cl-], [I-]. Reaction SMILES: [C:1]([O:2][CH:3]1[CH2:4][CH2:5][C:6]2([CH3:7])[CH:8]([CH2:9][CH2:10][CH:11]3[CH:12]2[C:13](=[O:14])[CH2:15][C:16]2([CH3:17])[CH:18]3[CH2:19][CH:20]=[C:21]2[C:22](=[O:23])[CH3:24])[CH2:25]1)(=[O:26])[CH3:27].[C:32](=[O:33])([CH3:34])[O:35][CH:36]1[CH2:37][CH:38]2[CH2:39][CH2:40][CH:41]3[CH:42]4[CH2:43][CH:44]([CH3:59])[CH:45]([C:46]([CH3:47])=[O:48])[C:49]4([CH3:58])[CH2:50][C:51](=[O:57])[CH:52]3[C:53]2([CH3:56])[CH2:54][CH2:55]1.[CH3:29][Mg+:30].[Cl-:31].[I-:28]>>[OH:35][CH:36]1[CH2:37][CH:38]2[CH2:39][CH2:40][CH:41]3[CH:42]4[CH2:43][CH:44]([CH3:59])[CH:45]([C:46]([CH3:47])=[O:48])[C:49]4([CH3:58])[CH2:50][C:51](=[O:57])[CH:52]3[C:53]2([CH3:56])[CH2:54][CH2:55]1. Reactants: O=C([O-])[O-], Cc1cc(B2OC(C)(C)C(C)(C)O2)cnc1N, Cc1ccccc1, CCO, CC(O)CNc1nccc(-c2cn(C(C)C)nc2I)n1, [Na+], [Na+], c1ccc(P(c2ccccc2)(c2ccccc2)[Pd](P(c2ccccc2)(c2ccccc2)c2ccccc2)(P(c2ccccc2)(c2ccccc2)c2ccccc2)P(c2ccccc2)(c2ccccc2)c2ccccc2)cc1. Product: Cc1cc(-c2nn(C(C)C)cc2-c2ccnc(NCC(C)O)n2)cnc1N. Reaction SMILES: [C:38](=[O:39])([O-:40])[O-:41].[CH3:21][c:22]1[c:23]([NH2:37])[n:24][cH:25][c:26]([B:28]2[O:29][C:30]([CH3:31])([CH3:32])[C:33]([CH3:34])([CH3:35])[O:36]2)[cH:27]1.[CH3:44][c:45]1[cH:46][cH:47][cH:48][cH:49][cH:50]1.[CH3:51][CH2:52][OH:53].[I:1][c:2]1[n:3][n:4]([CH:18]([CH3:19])[CH3:20])[cH:5][c:6]1-[c:7]1[n:8][c:9]([NH:13][CH2:14][CH:15]([CH3:16])[OH:17])[n:10][cH:11][cH:12]1.[Na+:42].[Na+:43].[cH:54]1[cH:55][cH:56][c:57]([P:58]([Pd:59]([P:60]([c:61]2[cH:62][cH:63][cH:64][cH:65][cH:66]2)([c:67]2[cH:68][cH:69][cH:70][cH:71][cH:72]2)[c:73]2[cH:74][cH:75][cH:76][cH:77][cH:78]2)([P:79]([c:80]2[cH:81][cH:82][cH:83][cH:84][cH:85]2)([c:86]2[cH:87][cH:88][cH:89][cH:90][cH:91]2)[c:92]2[cH:93][cH:94][cH:95][cH:96][cH:97]2)[P:98]([c:99]2[cH:100][cH:101][cH:102][cH:103][cH:104]2)([c:105]2[cH:106][cH:107][cH:108][cH:109][cH:110]2)[c:111]2[cH:112][cH:113][cH:114][cH:115][cH:116]2)([c:117]2[cH:118][cH:119][cH:120][cH:121][cH:122]2)[c:123]2[cH:124][cH:125][cH:126][cH:127][cH:128]2)[cH:129][cH:130]1>>[c:2]1(-[c:26]2[cH:25][n:24][c:23]([NH2:37])[c:22]([CH3:21])[cH:27]2)[n:3][n:4]([CH:18]([CH3:19])[CH3:20])[cH:5][c:6]1-[c:7]1[n:8][c:9]([NH:13][CH2:14][CH:15]([CH3:16])[OH:17])[n:10][cH:11][cH:12]1. Reactants: ClC=1C=C(C=CC1)C(CNC(CC1=CC2=C(OC(O2)(C(=O)O)C(=O)O)C=C1)C)O (5-{2-[2-(3-chloro-phenyl)-2-hydroxy-ethylamino]-propyl}-benzo[1,3]dioxole-2,2-dicarboxylic acid), C(CCCCCCCCCCC)O (1-dodecanol). Yields the product C(CCCCCCCCCCC)OC(=O)C1(OC2=C(O1)C=CC(=C2)CC(C)NCC(O)C2=CC(=CC=C2)Cl)C(=O)OCCCCCCCCCCCC (5-{2-[2-(3-Chloro-phenyl)-2-hydroxy-ethylamino]-propyl}-benzo[1,3]dioxole-2,2-dicarboxylic acid didodecyl ester), O(CC)CC.Cl (Et2O hydrochloride). Reaction SMILES: [Cl:1][C:2]1[CH:3]=[C:4]([CH:8]([OH:29])[CH2:9][NH:10][CH:11]([CH3:28])[CH2:12][C:13]2[CH:27]=[CH:26][C:16]3[O:17][C:18]([C:23]([OH:25])=[O:24])([C:20]([OH:22])=[O:21])[O:19][C:15]=3[CH:14]=2)[CH:5]=[CH:6][CH:7]=1.[CH2:30](O)[CH2:31][CH2:32][CH2:33][CH2:34][CH2:35][CH2:36][CH2:37][CH2:38][CH2:39][CH2:40][CH3:41]>>[CH2:30]([O:24][C:23]([C:18]1([C:20]([O:22][CH2:41][CH2:40][CH2:39][CH2:38][CH2:37][CH2:36][CH2:35][CH2:34][CH2:33][CH2:32][CH2:31][CH3:30])=[O:21])[O:17][C:16]2[CH:26]=[CH:27][C:13]([CH2:12][CH:11]([NH:10][CH2:9][CH:8]([C:4]3[CH:5]=[CH:6][CH:7]=[C:2]([Cl:1])[CH:3]=3)[OH:29])[CH3:28])=[CH:14][C:15]=2[O:19]1)=[O:25])[CH2:31][CH2:32][CH2:33][CH2:34][CH2:35][CH2:36][CH2:37][CH2:38][CH2:39][CH2:40][CH3:41].[O:17]([CH2:18][CH3:20])[CH2:16][CH3:15].[ClH:1] |f:3.4|. Procedure details: The title compound was prepared from 5-{2-[2-(3-chloro-phenyl)-2-hydroxy-ethylamino]-propyl}-benzo[1,3]dioxole-2,2-dicarboxylic acid and 1-dodecanol as a brown gum according to the procedure of Example 1, leaving out the final HCl(g) /Et2O hydrochloride salt forming step: 1H NMR (300 MHz, CDCl3): δ 0.88 (t, J=6.8 Hz, 9H), 1.20-1.40 (m, 30H), 1.51-1.60 (m, 4H), 1.62-1.73 (m, 4H), 2.75-2.85 (m, 1H), 3.05-3.25 (m, 2H), 3.35-3.52 (m, 2H), 4.28 (t, J=6.8 Hz, 4H), 5.45 (d, J=8.8 Hz, 1H), 6.60-6.90 (m,... The reactants are C(C)OC(CBr)OCC (bromoacetaldehyde diethyl acetal), C([O-])([O-])=O.[K+].[K+] (potassium carbonate), sodium hydrogen sulfide n-hydrate, O (Water), FC1=C(C(=O)OC)C=CC(=C1OC)F (methyl 2,4-difluoro-3-methoxybenzoate), CS(=O)C (dimethyl sulfoxide). Run in C(C)(=O)OCC (ethyl acetate). Conditions: temperature 60 celsius, time 2 hour. Yields the product C(C)OC(CSC1=C(C(=C(C(=O)OC)C=C1)F)OC)OCC (methyl 4-[(2,2-diethoxyethyl)sulfanyl]-2-fluoro-3-methoxybenzoate). RXN SMILES: [F:1][C:2]1[C:11]([O:12][CH3:13])=[C:10](F)[CH:9]=[CH:8][C:3]=1[C:4]([O:6][CH3:7])=[O:5].C(=O)([O-])[O-].[K+].[K+].[CH2:21]([O:23][CH:24]([O:27][CH2:28][CH3:29])[CH2:25]Br)[CH3:22].O.C[S:32](C)=O>C(OCC)(=O)C>[CH2:21]([O:23][CH:24]([O:27][CH2:28][CH3:29])[CH2:25][S:32][C:10]1[CH:9]=[CH:8][C:3]([C:4]([O:6][CH3:7])=[O:5])=[C:2]([F:1])[C:11]=1[O:12][CH3:13])[CH3:22] |f:1.2.3|. Reported procedure: In 59 mL of dimethyl sulfoxide is dissolved 11.8 g of methyl 2,4-difluoro-3-methoxybenzoate, to which are added 23.0 g of potassium carbonate and 9.33 g of sodium hydrogen sulfide n-hydrate (purity 70%). The mixture is stirred at 60° C. for 2 hours. Then, 25 mL of bromoacetaldehyde diethyl acetal is added at the same temperature as above, and stirred at that temperature for 3 hours. Water and ethyl acetate are added to the reaction mixture, and the organic layer is separated. The organic layer i... The reactants are [H-].[Na+] (sodium hydride), suspension, BrCCCC(=O)OCC (ethyl 4-bromo-butyrate), CC(=C)N1C(NC2=C1C=CC=C2)=O (1,3-dihydro-1-(1-methylethenyl)-2H-benzimidazol-2-one), O (water). Run in CN(C=O)C (dimethylformamide), CN(C=O)C (dimethylformamide). Reaction conditions: time 30 minute. Product: CC(=C)N1C(N(C2=C1C=CC=C2)CCCC(=O)OCC)=O (ethyl 2,3-dihydro-3-(1-methyl-ethenyl)-2-oxo-1H-benzimidazol-1-butanoate). The yield is 104.9%. As a reaction SMILES: [CH3:1][C:2]([N:4]1[C:8]2[CH:9]=[CH:10][CH:11]=[CH:12][C:7]=2[NH:6][C:5]1=[O:13])=[CH2:3].[H-].[Na+].Br[CH2:17][CH2:18][CH2:19][C:20]([O:22][CH2:23][CH3:24])=[O:21].O>CN(C)C=O>[CH3:3][C:2]([N:4]1[C:8]2[CH:9]=[CH:10][CH:11]=[CH:12][C:7]=2[N:6]([CH2:17][CH2:18][CH2:19][C:20]([O:22][CH2:23][CH3:24])=[O:21])[C:5]1=[O:13])=[CH2:1] |f:1.2|. Reported procedure: A solution of 19 g of 1,3-dihydro-1-(1-methylethenyl)-2H-benzimidazol-2-one [described in J. Chem. Soc. Perkins, 1982, p. 261] in 150 ml of dimethylformamide was added with stirring at 20° C.±2° C. to 5.75 g of sodium hydride as a 50% suspension in oil and 10 ml of dimethylformamide and the mixture was stirred for another 30 minutes. 23.4 g of ethyl 4-bromo-butyrate were added to the mixture over 15 minutes and the mixture was stirred at room temperature for 4 hours and was poured into 800 ml of... The product is Cc1cc(N2CC([N+](=O)[O-])CC2=O)ccc1N1CCCCOC1=O. RXN SMILES: [F:27][C:28]([F:29])([F:30])[C:31]([OH:32])=[O:33].[N+:17](=[O:18])([O-:19])[C:20]([CH2:21][C:22](=[O:23])[O:24][CH3:25])=[CH2:26].[NH2:1][c:2]1[cH:3][c:4]([CH3:16])[c:5]([N:8]2[C:9](=[O:15])[O:10][CH2:11][CH2:12][CH2:13][CH2:14]2)[cH:6][cH:7]1.[O:34]=[CH:35][N:36]([CH3:37])[CH3:38]>>[N:1]1([c:2]2[cH:3][c:4]([CH3:16])[c:5]([N:8]3[C:9](=[O:15])[O:10][CH2:11][CH2:12][CH2:13][CH2:14]3)[cH:6][cH:7]2)[C:22](=[O:23])[CH2:21][CH:20]([N+:17](=[O:18])[O-:19])[CH2:26]1. The reactants are O=C(O)C(F)(F)F, C=C(CC(=O)OC)[N+](=O)[O-], Cc1cc(N)ccc1N1CCCCOC1=O, CN(C)C=O.